Task: describe an organic reaction: reactants, conditions, products, and yield. Dataset: the Open Reaction Database (ORD), a public repository of structured organic reaction records Starting materials: CCOC(=O)CCCC1CCN(C(=O)OC(C)(C)C)CC1, O=C(O)C(F)(F)F. Reaction SMILES: [CH2:1]([CH3:2])[O:3][C:4](=[O:5])[CH2:6][CH2:7][CH2:8][CH:9]1[CH2:10][CH2:11][N:12]([C:15]([O:16][C:17]([CH3:18])([CH3:19])[CH3:20])=[O:21])[CH2:13][CH2:14]1.[OH:22][C:23]([C:24]([F:25])([F:26])[F:27])=[O:28]>>[CH2:1]([CH3:2])[O:3][C:4](=[O:5])[CH2:6][CH2:7][CH2:8][CH:9]1[CH2:10][CH2:11][NH:12][CH2:13][CH2:14]1. The product is CCOC(=O)CCCC1CCNCC1. Starting materials: ClCCl, O=C(Cl)C(CC1CCCC1)c1ccc(Cl)c(Cl)c1, CC(C)(O)Cn1ccc(N)n1, Cc1cccc(C)n1. The product is CC(C)(O)Cn1ccc(NC(=O)C(CC2CCCC2)c2ccc(Cl)c(Cl)c2)n1. Reaction SMILES: [CH2:38]([Cl:39])[Cl:40].[CH:20]1([CH2:25][CH:26]([C:27](=[O:28])[Cl:29])[c:30]2[cH:31][c:32]([Cl:37])[c:33]([Cl:36])[cH:34][cH:35]2)[CH2:21][CH2:22][CH2:23][CH2:24]1.[NH2:1][c:2]1[n:3][n:4]([CH2:7][C:8]([CH3:9])([OH:10])[CH3:11])[cH:5][cH:6]1.[n:12]1[c:13]([CH3:14])[cH:15][cH:16][cH:17][c:18]1[CH3:19]>>[NH:1]([c:2]1[n:3][n:4]([CH2:7][C:8]([CH3:9])([OH:10])[CH3:11])[cH:5][cH:6]1)[C:27]([CH:26]([CH2:25][CH:20]1[CH2:21][CH2:22][CH2:23][CH2:24]1)[c:30]1[cH:31][c:32]([Cl:37])[c:33]([Cl:36])[cH:34][cH:35]1)=[O:28]. Yields the product C(C(=O)O)(=O)O.O(C1=CC=CC=C1)C1=CC=C2NC=C(CCN)C2=C1 (5-Phenoxytryptamine oxalate). The reactants are C1(=CC(=CC=C1)OC1=CC=C2NC=C(CCN)C2=C1)C (5-m-Tolyloxytryptamine), O=C(O)C(O)=O (C2H2O4). Procedure details: 5-m-Tolyloxytryptamine: m.p. 164–165° C.; 1H NMR (250 MHz, DMSO-d6) 2.26 (s, 3H), 2.89–3.07 (m, 4H), 4.52 (br, 2H), 6.68–6.72 (m, 2H), 6.82–6.86 (m, 2H), 7.17–7.42 (m, 4H), 11.06 (br, 1H); MS (ELECTROSPRAY) m/e: 265.1 (M−1-C2H2O4). RXN SMILES: [C:1]1(C)[CH:6]=[CH:5][CH:4]=[C:3]([O:7][C:8]2[CH:19]=[C:18]3[C:11]([NH:12][CH:13]=[C:14]3[CH2:15][CH2:16][NH2:17])=[CH:10][CH:9]=2)[CH:2]=1.[O:21]=[C:22]([C:24](=[O:26])[OH:25])[OH:23]>>[C:24]([OH:26])(=[O:25])[C:22]([OH:23])=[O:21].[O:7]([C:8]1[CH:19]=[C:18]2[C:11]([NH:12][CH:13]=[C:14]2[CH2:15][CH2:16][NH2:17])=[CH:10][CH:9]=1)[C:3]1[CH:4]=[CH:5][CH:6]=[CH:1][CH:2]=1 |f:2.3|. Reactants: Cl.NO (hydroxylamine hydrochloride), C(C)(C)(C)OC(=O)N1CC2(CC2)C(C1)=O (5-tert-Butoxycarbonyl-7-oxo-5-azaspiro[2.4]heptane). Solvent: C(C)N(CC)CC (triethylamine). Conditions: time 1 day. Product: C(C)(C)(C)OC(=O)N1CC2(CC2)C(C1)=NO (5-tert-butoxycarbonyl-7-hydroxyimino-5-azaspiro[2.4]-heptane). The yield is 91.4%. As a reaction SMILES: Cl.[NH2:2][OH:3].[C:4]([O:8][C:9]([N:11]1[CH2:17][C:16](=O)[C:13]2([CH2:15][CH2:14]2)[CH2:12]1)=[O:10])([CH3:7])([CH3:6])[CH3:5]>C(N(CC)CC)C>[C:4]([O:8][C:9]([N:11]1[CH2:17][C:16](=[N:2][OH:3])[C:13]2([CH2:15][CH2:14]2)[CH2:12]1)=[O:10])([CH3:7])([CH3:6])[CH3:5] |f:0.1|. Procedure: 1.25 g of hydroxylamine hydrochloride and 1.8 g of triethylamine were added to a solution of 1.9 g of compound 66. The mixture was stirred at room temperature for 1 day. The solvent was removed under reduced pressure and 10% citric acid aqueous solution was added to the residue. The mixture was extracted with chloroform and the extract was washed with water. The extract was dried and the solvent was removed under reduced pressure to yield 1.86 g of title compound 67. Procedure details: To a solution of tert-butyl (6RS,7SR)-6-(aminomethyl)-7-(3,4-dichlorophenyl)-1,4-oxazepane-4-carboxylate (125 mg) in THF (1.5 mL) was added trimethylsilyl isocyanate (57.7 mg), and the mixture was stirred at room temperature for 1.5 hr. The reaction mixture was concentrated under reduced pressure, and the residue was diluted with ethyl acetate. The diluted solution was washed with distilled water and brine, and dried over anhydrous magnesium sulfate. The solvent was evaporated under reduced pres... Reaction SMILES: [NH2:1][CH2:2][CH:3]1[CH:9]([C:10]2[CH:15]=[CH:14][C:13]([Cl:16])=[C:12]([Cl:17])[CH:11]=2)[O:8][CH2:7][CH2:6][N:5]([C:18]([O:20][C:21]([CH3:24])([CH3:23])[CH3:22])=[O:19])[CH2:4]1.C[Si]([N:29]=[C:30]=[O:31])(C)C>C1COCC1>[C:30]([NH:1][CH2:2][CH:3]1[CH:9]([C:10]2[CH:15]=[CH:14][C:13]([Cl:16])=[C:12]([Cl:17])[CH:11]=2)[O:8][CH2:7][CH2:6][N:5]([C:18]([O:20][C:21]([CH3:24])([CH3:23])[CH3:22])=[O:19])[CH2:4]1)(=[O:31])[NH2:29]. The yield is 114.8%. Starting materials: NCC1CN(CCOC1C1=CC(=C(C=C1)Cl)Cl)C(=O)OC(C)(C)C (tert-butyl (6RS,7SR)-6-(aminomethyl)-7-(3,4-dichlorophenyl)-1,4-oxazepane-4-carboxylate), C[Si](C)(C)N=C=O (trimethylsilyl isocyanate). Run at time 1.5 hour. The solvent is C1CCOC1 (THF). Yields the product C(N)(=O)NCC1CN(CCOC1C1=CC(=C(C=C1)Cl)Cl)C(=O)OC(C)(C)C (tert-butyl (6RS,7SR)-6-[(carbamoylamino)methyl]-7-(3,4-dichlorophenyl)-1,4-oxazepane-4-carboxylate). The reactants are NC1=C(C(=NS1)C)Cl (5-amino-4-chloro-3-methylisotiazole), OC1=C(C=C(C=C1)CC(=O)O)[N+](=O)[O-] (4-Hydroxy-3-nitrophenylacetic acid), CN(C=O)C (N,N-Dimethylformamide), C(C(=O)Cl)(=O)Cl (oxalyl chloride). Run in ClC(C)Cl (dichloroethane), ClC(C)Cl (dichloroethane). Conditions: time 20 minute. The product is ClC=1C(=NSC1NC(CC1=CC(=C(C=C1)O)[N+](=O)[O-])=O)C (N-(4-chloro-3-methyl-5-isothiazolyl)-4-hydrox-3-nitrophenylacetamide). Isolated yield 89.1%. As a reaction SMILES: [OH:1][C:2]1[CH:7]=[CH:6][C:5]([CH2:8][C:9]([OH:11])=O)=[CH:4][C:3]=1[N+:12]([O-:14])=[O:13].CN(C)C=O.C(Cl)(=O)C(Cl)=O.[NH2:26][C:27]1[S:31][N:30]=[C:29]([CH3:32])[C:28]=1[Cl:33]>ClC(Cl)C>[Cl:33][C:28]1[C:29]([CH3:32])=[N:30][S:31][C:27]=1[NH:26][C:9](=[O:11])[CH2:8][C:5]1[CH:6]=[CH:7][C:2]([OH:1])=[C:3]([N+:12]([O-:14])=[O:13])[CH:4]=1. Reported procedure: 4-Hydroxy-3-nitrophenylacetic acid (10 g, 0.05 mol) was suspended in dichloroethane (50 ml) and stirred at room temperature under a nitrogen atmosphere. N,N-Dimethylformamide (0.1 ml) was added followed by dropwise addition of oxalyl chloride (6.77 g, 0.05 mol) over 20 minutes. The mixture was stirred at room temperature for 25 minutes and then at 40° C. for 20 minutes. The reaction mixture was then heated under reflux while a solution of 5-amino-4-chloro-3-methylisotiazole (7.54 g, 0.05 mol) in... Starting materials: C(O)(O)=O.NC(=N)N (guanidine carbonate), FC(C(CC(C(F)(F)F)=O)=O)(F)F (1,1,1,5,5,5-hexafluoro-2,4-pentanedione), CCOCC.CCCCCC (ether hexane). Solvent: CS(=O)C (DMSO). Conditions: temperature 110 celsius. Yields the product FC(C1=NC(=NC(=C1)C(F)(F)F)N)(F)F (4,6-Bis(trifluoromethyl)-2-pyrimidinamine). The yield is 49.8%. Reaction SMILES: C(=O)(O)O.[NH2:5][C:6]([NH2:8])=[NH:7].[F:9][C:10]([F:21])([F:20])[C:11](=O)[CH2:12][C:13](=O)[C:14]([F:17])([F:16])[F:15].CCOCC.CCCCCC>CS(C)=O>[F:9][C:10]([F:20])([F:21])[C:11]1[CH:12]=[C:13]([C:14]([F:15])([F:16])[F:17])[N:5]=[C:6]([NH2:8])[N:7]=1 |f:0.1,3.4|. Procedure: A mixture of guanidine carbonate (180 mmol) and 1,1,1,5,5,5-hexafluoro-2,4-pentanedione (120 mmol) was dissolved in 60 ml of DMSO and warmed to 110° C. for 2 to 3 hours. Flash chromatography of the crude reaction product with ether/hexane (50:50) afforded 13.8 g of the title compound as a white crystalline solid, m.p. 94.5°-96° C. NMR (60 MHz, CDCl3): δ 6.5 (br. s, 2H); 7.2 (s, 1H). A second product isolated was the hydroxypyrimidine (A is A-3): m.p. 116°-118.5° C. NMR (90 MHz, CDCl3): δ 7.1 (br... Starting materials: CC1=C(C=CC(=C1)C)S (2,4-dimethyl-benzenethiol), BrC1=C(C=CC(=C1)F)I (2-bromo-4-fluoro-1-iodo-benzene). The product is BrC1=C(C=CC(=C1)F)SC1=C(C=C(C=C1)C)C (1-Bromo-5-fluoro-2-(2,4-dimethyl-phenylsulfanyl)-benzene). RXN SMILES: [CH3:1][C:2]1[CH:7]=[C:6]([CH3:8])[CH:5]=[CH:4][C:3]=1[SH:9].[Br:10][C:11]1[CH:16]=[C:15]([F:17])[CH:14]=[CH:13][C:12]=1I>>[Br:10][C:11]1[CH:16]=[C:15]([F:17])[CH:14]=[CH:13][C:12]=1[S:9][C:3]1[CH:4]=[CH:5][C:6]([CH3:8])=[CH:7][C:2]=1[CH3:1]. Reported procedure: Prepared from 2,4-dimethyl-benzenethiol and 2-bromo-4-fluoro-1-iodo-benzene. The reactants are BrC1=CC(=C(C=C1)C=1NC(C2=C(N1)C(=NN2C2CCCCC2)C)=O)OCC (4-Bromo-2-ethoxyphenyl-1-cyclohexyl-3-methyl-1,6-dihydro-7H-pyrazolo[4,3-d]pyrimidin-7-one), N1CCNCCC1 (homopiperazine). Product: C1(CCCCC1)N1N=C(C=2N=C(NC(C21)=O)C2=C(C=C(C=C2)N2CCNCCC2)OCC)C (1-Cyclohexyl-5-[4-(1,4-diazepan-1-yl)-2-ethoxyphenyl]-3-methyl-1,6-dihydro-7H-pyrazolo[4,3-d]pyrimidin-7-one). Isolated yield 62.0%. As a reaction SMILES: Br[C:2]1[CH:7]=[CH:6][C:5]([C:8]2[NH:9][C:10](=[O:24])[C:11]3[N:16]([CH:17]4[CH2:22][CH2:21][CH2:20][CH2:19][CH2:18]4)[N:15]=[C:14]([CH3:23])[C:12]=3[N:13]=2)=[C:4]([O:25][CH2:26][CH3:27])[CH:3]=1.[NH:28]1[CH2:34][CH2:33][CH2:32][NH:31][CH2:30][CH2:29]1>>[CH:17]1([N:16]2[C:11]3[C:10](=[O:24])[NH:9][C:8]([C:5]4[CH:6]=[CH:7][C:2]([N:28]5[CH2:34][CH2:33][CH2:32][NH:31][CH2:30][CH2:29]5)=[CH:3][C:4]=4[O:25][CH2:26][CH3:27])=[N:13][C:12]=3[C:14]([CH3:23])=[N:15]2)[CH2:22][CH2:21][CH2:20][CH2:19][CH2:18]1. Procedure: The same reaction procedure as in Example 16 was performed, except that the compound obtained in Example 116 was used in place of the compound obtained in Example 15, and homopiperazine was used in place of N-methylpiperazine. In this manner, 97 mg (62%) of the captioned compound was obtained.